Dataset: the Open Reaction Database (ORD), a public repository of structured organic reaction records. Task: describe an organic reaction: reactants, conditions, products, and yield Reactants: C(C)OCC (diethyl ether), C(C1=CC=CC=C1)OC1=C(C=C(C=C1)Br)CCN (2-(2-aminoethyl)-4-bromophenyl benzyl ether), ClC1=NC=C(C=C1)C(=O)OC(C)(C)C (tert-butyl 2-chloro-5-pyridinecarboxylate), C([O-])([O-])=O.[K+].[K+] (potassium carbonate). The solvent is O (water), CN1C(CCC1)=O (N-methylpyrrolidone). Reaction conditions: temperature 120 celsius. The product is C(C1=CC=CC=C1)OC1=C(CCNC2=NC=C(C=C2)C(=O)OC(C)(C)C)C=C(C=C1)Br (tert-butyl 2-[N-(2-benzyloxy-5-bromophenethyl)amino]-5 -pyridinecarboxy late). Isolated yield 21.1%. As a reaction SMILES: [CH2:1]([O:8][C:9]1[CH:14]=[CH:13][C:12]([Br:15])=[CH:11][C:10]=1[CH2:16][CH2:17][NH2:18])[C:2]1[CH:7]=[CH:6][CH:5]=[CH:4][CH:3]=1.Cl[C:20]1[CH:25]=[CH:24][C:23]([C:26]([O:28][C:29]([CH3:32])([CH3:31])[CH3:30])=[O:27])=[CH:22][N:21]=1.C(=O)([O-])[O-].[K+].[K+].C(OCC)C>CN1CCCC1=O.O>[CH2:1]([O:8][C:9]1[CH:14]=[CH:13][C:12]([Br:15])=[CH:11][C:10]=1[CH2:16][CH2:17][NH:18][C:20]1[CH:25]=[CH:24][C:23]([C:26]([O:28][C:29]([CH3:32])([CH3:31])[CH3:30])=[O:27])=[CH:22][N:21]=1)[C:2]1[CH:3]=[CH:4][CH:5]=[CH:6][CH:7]=1 |f:2.3.4|. Procedure details: A mixture of 2-(2-aminoethyl)-4-bromophenyl benzyl ether (3 g), tert-butyl 2-chloro-5-pyridinecarboxylate (2.1 g) (prepared from the acid by standard procedures), and potassium carbonate (1.4 g) in N-methylpyrrolidone (20 ml) was heated at 120° C. for 16 hours. To the reaction mixture was added diethyl ether (200 ml) and water (200 ml), the layers separated, the organic layer washed with water, dried (MgSO4), filtered and evaporated. The residue was purified by flash chromatography on silica gel... The reactants are CC(C)(C)OC(=O)N1CC(NC2CCN(C(=O)c3ccccc3)C2)C1, CO, Cl, C1COCCO1. Product: O=C(c1ccccc1)N1CCC(NC2CNC2)C1. As a reaction SMILES: [C:1]([O:2][C:3](=[O:4])[N:8]1[CH2:9][CH:10]([NH:12][CH:13]2[CH2:14][N:15]([C:18]([c:19]3[cH:20][cH:21][cH:22][cH:23][cH:24]3)=[O:25])[CH2:16][CH2:17]2)[CH2:11]1)([CH3:5])([CH3:6])[CH3:7].[CH3:27][OH:28].[ClH:26].[O:29]1[CH2:30][CH2:31][O:32][CH2:33][CH2:34]1>>[NH:8]1[CH2:9][CH:10]([NH:12][CH:13]2[CH2:14][N:15]([C:18]([c:19]3[cH:20][cH:21][cH:22][cH:23][cH:24]3)=[O:25])[CH2:16][CH2:17]2)[CH2:11]1. Starting materials: C(C)(C)(C)OC(C(=O)O)C1=C(C2=C(C(N1C)=O)NC=C2)C=2C(=C1CCCOC1=CC2)C (2-(tert-butoxy)-2-(6-methyl-4-(5-methylchroman-6-yl)-7-oxo-6,7-dihydro-1H-pyrrolo[2,3-c]pyridin-5-yl)acetic acid), FC1=C(CBr)C=C(C=C1)F (2,5-difluorobenzyl bromide). RXN SMILES: [C:1]([O:5][CH:6]([C:10]1[N:15]([CH3:16])[C:14](=[O:17])[C:13]2[NH:18][CH:19]=[CH:20][C:12]=2[C:11]=1[C:21]1[C:22]([CH3:31])=[C:23]2[C:28](=[CH:29][CH:30]=1)[O:27][CH2:26][CH2:25][CH2:24]2)[C:7]([OH:9])=[O:8])([CH3:4])([CH3:3])[CH3:2].[F:32][C:33]1[CH:40]=[CH:39][C:38]([F:41])=[CH:37][C:34]=1[CH2:35]Br>CC#N.O>[C:1]([O:5][CH:6]([C:10]1[N:15]([CH3:16])[C:14](=[O:17])[C:13]2[N:18]([CH2:35][C:34]3[CH:37]=[C:38]([F:41])[CH:39]=[CH:40][C:33]=3[F:32])[CH:19]=[CH:20][C:12]=2[C:11]=1[C:21]1[C:22]([CH3:31])=[C:23]2[C:28](=[CH:29][CH:30]=1)[O:27][CH2:26][CH2:25][CH2:24]2)[C:7]([OH:9])=[O:8])([CH3:4])([CH3:3])[CH3:2] |f:2.3|. Procedure details: The title compound was prepared in a manner similar to that described in Example 41 from 2-(tert-butoxy)-2-(6-methyl-4-(5-methylchroman-6-yl)-7-oxo-6,7-dihydro-1H-pyrrolo[2,3-c]pyridin-5-yl)acetic acid and 2,5-difluorobenzyl bromide and was isolated by reverse phase chromatography (10-90% MeCN/H2O-0.1% TFA, 12 min) on an achiral column. 1H NMR (400 MHz, CHLOROFORM-d) ppm 7.29-7.37 (m, 1H) 6.97-7.09 (m, 3H) 6.87-6.96 (m, 1H) 6.68-6.80 (m, 1H) 5.92-6.02 (m, 1H) 5.73-5.90 (m, 2H) 5.13-5.45 (m, 1H) ... Yields the product C(C)(C)(C)OC(C(=O)O)C1=C(C2=C(C(N1C)=O)N(C=C2)CC2=C(C=CC(=C2)F)F)C=2C(=C1CCCOC1=CC2)C (2-(tert-butoxy)-2-(1-(2,5-difluorobenzyl)-6-methyl-4-(5-methylchroman-6-yl)-7-oxo-6,7-dihydro-1H-pyrrolo[2,3-c]pyridin-5-yl)acetic acid). Solvent: CC#N.O (MeCN H2O). Starting materials: CN1C(=O)N(C(=O)C=C1C(F)(F)F)C (1,3-dimethyl-6-(trifluoromethyl)uracil), FC(C(=O)O)(F)F (trifluoroacetic acid), FC(C(=O)OC(C(F)(F)F)=O)(F)F (trifluoroacetic anhydride), C1CC(=O)N(C1=O)I (NIS), C1CC(=O)N(C1=O)I (NIS), S(=S)([O-])[O-].[Na+].[Na+] (sodium thiosulfite). The solvent is C([O-])([O-])=O.[K+].[K+] (potassium carbonate). Reaction conditions: time 15 hour. Yields the product CN1C(=O)N(C(=O)C(=C1C(F)(F)F)I)C (1,3-dimethyl-5-iodo-6-(trifluoromethyl)uracil). Yield: 66.0%. RXN SMILES: [CH3:1][N:2]1[C:9]([C:10]([F:13])([F:12])[F:11])=[CH:8][C:6](=[O:7])[N:5]([CH3:14])[C:3]1=[O:4].FC(F)(F)C(O)=O.FC(F)(F)C(OC(=O)C(F)(F)F)=O.C1C(=O)N([I:42])C(=O)C1.S([O-])([O-])=S.[Na+].[Na+]>C(=O)([O-])[O-].[K+].[K+]>[CH3:1][N:2]1[C:9]([C:10]([F:13])([F:11])[F:12])=[C:8]([I:42])[C:6](=[O:7])[N:5]([CH3:14])[C:3]1=[O:4] |f:4.5.6,7.8.9|. Procedure details: A mixture of 1,3-dimethyl-6-(trifluoromethyl)uracil (16.91 mmol, 3.52 g), trifluoroacetic acid (20 mL) and trifluoroacetic anhydride (5 mL) was refluxed for 5 min. Then, NIS (16.91 mmol, 3.8 g) was added and the resulting mixture was stirred for 15 h at which time the TLC analysis of the reaction mixture indicated the presence of some starting material. Another portion of NIS (8.45 mmol, 1.9 g) was added and reflux was continued for another 5 h. The reaction mixture was cooled to room temperatur... The reactants are CN1OCCC(C(O)c2nc(C(C)(C)C)c(O)c(C(C)(C)C)n2)C1=O, Cc1ccccc1, O, Cc1ccc(S(=O)(=O)O)cc1. Yields the product CN1OCCC(=Cc2nc(C(C)(C)C)c(O)c(C(C)(C)C)n2)C1=O. As a reaction SMILES: [CH3:1][C:2]([CH3:3])([CH3:4])[c:5]1[n:6][c:7]([CH:16]([CH:17]2[C:18](=[O:24])[N:19]([CH3:23])[O:20][CH2:21][CH2:22]2)[OH:25])[n:8][c:9]([C:12]([CH3:13])([CH3:14])[CH3:15])[c:10]1[OH:11].[CH3:38][c:39]1[cH:40][cH:41][cH:42][cH:43][cH:44]1.[OH2:26].[c:27]1([CH3:28])[cH:29][cH:30][c:31]([S:32]([OH:33])(=[O:34])=[O:35])[cH:36][cH:37]1>>[CH3:1][C:2]([CH3:3])([CH3:4])[c:5]1[n:6][c:7]([CH:16]=[C:17]2[C:18](=[O:24])[N:19]([CH3:23])[O:20][CH2:21][CH2:22]2)[n:8][c:9]([C:12]([CH3:13])([CH3:14])[CH3:15])[c:10]1[OH:11].